From a dataset of the Open Reaction Database (ORD), a public repository of structured organic reaction records. describe an organic reaction: reactants, conditions, products, and yield The reactants are N#CC1(c2ccccc2)CCN(C(=O)Nc2ccc(CC(N)C(=O)O)cc2)CC1, CN1CCCC1=O, CCN(C(C)C)C(C)C, CC1(C(=O)O)CC1(Cl)Cl. Product: CC1(C(=O)NC(Cc2ccc(NC(=O)N3CCC(C#N)(c4ccccc4)CC3)cc2)C(=O)O)CC1(Cl)Cl. Reaction SMILES: [C:1](#[N:2])[C:3]1([c:24]2[cH:25][cH:26][cH:27][cH:28][cH:29]2)[CH2:4][CH2:5][N:6]([C:9](=[O:10])[NH:11][c:12]2[cH:13][cH:14][c:15]([CH2:16][CH:17]([NH2:18])[C:19](=[O:20])[OH:21])[cH:22][cH:23]2)[CH2:7][CH2:8]1.[CH3:48][N:49]1[CH2:50][CH2:51][CH2:52][C:53]1=[O:54].[CH:39]([N:40]([CH2:41][CH3:42])[CH:43]([CH3:44])[CH3:45])([CH3:46])[CH3:47].[Cl:30][C:31]1([Cl:38])[C:32]([C:34](=[O:35])[OH:36])([CH3:37])[CH2:33]1>>[C:1](#[N:2])[C:3]1([c:24]2[cH:25][cH:26][cH:27][cH:28][cH:29]2)[CH2:4][CH2:5][N:6]([C:9](=[O:10])[NH:11][c:12]2[cH:13][cH:14][c:15]([CH2:16][CH:17]([NH:18][C:34]([C:32]3([CH3:37])[C:31]([Cl:30])([Cl:38])[CH2:33]3)=[O:35])[C:19](=[O:20])[OH:21])[cH:22][cH:23]2)[CH2:7][CH2:8]1. The reactants are BrC1=CC(=NC=C1)CN1C(O[C@]2(C1)C[C@@](CCC2)(C)CN2C=NC1=C2C=C(C=C1)C#N)=O (1-(((5S,7S)-3-((4-bromopyridin-2-yl)methyl)-7-methyl-2-oxo-1-oxa-3-azaspiro[4.5]decan-7-yl)methyl)-1H-benzo[d]imidazole-6-carbonitrile), C([O-])([O-])=O.[Na+].[Na+] (sodium carbonate), CN1N=CC(=C1)B1OC(C(O1)(C)C)(C)C (1-methyl-4-(4,4,5,5-tetramethyl-1,3,2-dioxaborolan-2-yl)-1H-pyrazole), PdCl2(dpV). Solvent: O1CCOCC1 (1,4-Dioxane), O (Water), C(=O)(O)[O-].[Na+] (NaHCO3). Conditions: time 20 minute. The product is C[C@]1(C[C@]2(CN(C(O2)=O)CC2=NC=CC(=C2)C=2C=NN(C2)C)CCC1)CN1C=NC2=C1C=C(C=C2)C#N (1-(((5S,7S)-7-methyl-3-((4-(1-methyl-1H-pyrazol-4-yl)pyridin-2-yl)methyl)-2-oxo-1-oxa-3-azaspiro[4.5]decan-7-yl)methyl)-1H-benzo[d]imidazole-6-carbonitrile). The yield is 98.9%. RXN SMILES: Br[C:2]1[CH:7]=[CH:6][N:5]=[C:4]([CH2:8][N:9]2[CH2:13][C@@:12]3([CH2:18][CH2:17][CH2:16][C@@:15]([CH2:20][N:21]4[C:25]5[CH:26]=[C:27]([C:30]#[N:31])[CH:28]=[CH:29][C:24]=5[N:23]=[CH:22]4)([CH3:19])[CH2:14]3)[O:11][C:10]2=[O:32])[CH:3]=1.C(=O)([O-])[O-].[Na+].[Na+].[CH3:39][N:40]1[CH:44]=[C:43](B2OC(C)(C)C(C)(C)O2)[CH:42]=[N:41]1>O1CCOCC1.O.C([O-])(O)=O.[Na+]>[CH3:19][C@:15]1([CH2:20][N:21]2[C:25]3[CH:26]=[C:27]([C:30]#[N:31])[CH:28]=[CH:29][C:24]=3[N:23]=[CH:22]2)[CH2:16][CH2:17][CH2:18][C@:12]2([O:11][C:10](=[O:32])[N:9]([CH2:8][C:4]3[CH:3]=[C:2]([C:43]4[CH:42]=[N:41][N:40]([CH3:39])[CH:44]=4)[CH:7]=[CH:6][N:5]=3)[CH2:13]2)[CH2:14]1 |f:1.2.3,7.8|. Procedure: To a microwave vial was added 1-(((5S,7S)-3-((4-bromopyridin-2-yl)methyl)-7-methyl-2-oxo-1-oxa-3-azaspiro[4.5]decan-7-yl)methyl)-1H-benzo[d]imidazole-6-carbonitrile (100 mg, 0.202 mmol), sodium carbonate (64.3 mg, 0.607 mmol), 1-methyl-4-(4,4,5,5-tetramethyl-1,3,2-dioxaborolan-2-yl)-1H-pyrazole (63.1 mg, 0.303 mmol), and PdCl2(dpV) (14.80 mg, 0.020 mmol) in 1,4-Dioxane (3.0 mL) and Water (1.000 mL). The mixture was subjected to the microwave at 120° C. for 20 minutes. The mixture was diluted wit... Product: ClC=1C=C(OC2=NC=3N(C(N(C(C3N2CCC(C)C)=O)CCCO)=O)C)C=CC1 (8-(3-chlorophenoxy)-1-(3-hydroxypropyl)-7-isopentyl-3-methyl-1H-purine-2,6(3H,7H)-dione). The solvent is C(C)O (ethanol), O (water). RXN SMILES: [Si]([O:8][CH2:9][CH2:10][CH2:11][N:12]1[C:20](=[O:21])[C:19]2[N:18]([CH2:22][CH2:23][CH:24]([CH3:26])[CH3:25])[C:17]([O:27][C:28]3[CH:33]=[CH:32][CH:31]=[C:30]([Cl:34])[CH:29]=3)=[N:16][C:15]=2[N:14]([CH3:35])[C:13]1=[O:36])(C(C)(C)C)(C)C.Cl>C(O)C.O>[Cl:34][C:30]1[CH:29]=[C:28]([CH:33]=[CH:32][CH:31]=1)[O:27][C:17]1[N:18]([CH2:22][CH2:23][CH:24]([CH3:25])[CH3:26])[C:19]2[C:20](=[O:21])[N:12]([CH2:11][CH2:10][CH2:9][OH:8])[C:13](=[O:36])[N:14]([CH3:35])[C:15]=2[N:16]=1. The reactants are [Si](C)(C)(C(C)(C)C)OCCCN1C(N(C=2N=C(N(C2C1=O)CCC(C)C)OC1=CC(=CC=C1)Cl)C)=O (3-((tert-Butyldimethylsilyl)oxy)propyl-8-(3-chlorophenoxy)-7-isopentyl-3-methyl-1H-purine-2,6(3H,7H)-dione), Cl (HCl). Reported procedure: Step 2 1-(3-((tert-Butyldimethylsilyl)oxy)propyl-8-(3-chlorophenoxy)-7-isopentyl-3-methyl-1H-purine-2,6(3H,7H)-dione (0.55 g, 1.03 mmol) was dissolved in ethanol (10 mL) and 6N HCl (2 mL) was added and the reaction was stirred at room temperature for 1 h. The reaction was diluted with water (100 mL) and extracted with DCM (3×75 mL). The combined extracted were dried with magnesium sulfate, filtered and evaporated under reduced pressure to leave a golden oil. The oil was purified using a 24 g sil... Isolated yield 48.4%. Conditions: time 1 hour. Starting materials: C(CCCCCCCCC)C1CC2=CC=C(C=C2C1)C1=NC=C(C=N1)O (2-(2-decylindan-5-yl)pyrimidine-5-ol), C(CCCCCCC)C1=CC2=C(N=C(S2)C2=CC=C(C=C2)O)C=C1 (4-(6-octylbenzothiazole-2-yl)phenol), C1(=CC=C(C=C1)S(=O)(=O)OCCCC1=CC=CC=C1)C (3-phenylpropyl p-toluenesulfonate). The product is C1(=CC=C(C=C1)S(=O)(=O)OCCCC1CCCCC1)C (3-cyclohexylpropyl p-toluenesulfonate). The yield is 56.4%. As a reaction SMILES: C(C1CC2C(=CC=C(C3N=CC(O)=CN=3)C=2)C1)CCCCCCCCC.C(C1C=CC2N=C(C3C=CC(O)=CC=3)SC=2C=1)CCCCCCC.[C:51]1([CH3:70])[CH:56]=[CH:55][C:54]([S:57]([O:60][CH2:61][CH2:62][CH2:63][C:64]2[CH:69]=[CH:68][CH:67]=[CH:66][CH:65]=2)(=[O:59])=[O:58])=[CH:53][CH:52]=1>>[C:51]1([CH3:70])[CH:52]=[CH:53][C:54]([S:57]([O:60][CH2:61][CH2:62][CH2:63][CH:64]2[CH2:69][CH2:68][CH2:67][CH2:66][CH2:65]2)(=[O:59])=[O:58])=[CH:55][CH:56]=1. Reported procedure: An objective product was prepared in the same manner as in Example 2 except that 2-(2-decylindan-5-yl)pyrimidine-5-ol was changed to 4-(6-octylbenzothiazole-2-yl)phenol and 3-phenylpropyl p-toluenesulfonate was changed to 3-cyclohexylpropyl p-toluenesulfonate (Yield: 56.4%).